This data is from the Open Reaction Database (ORD), a public repository of structured organic reaction records. The task is: describe an organic reaction: reactants, conditions, products, and yield Reactants: N1(CCCCC1)C1=C(C=CC=C1)C(C)C(C1=CC=C(C(=O)O)C=C1)C(=O)N (4-[(1-(2-piperidinophenyl)-ethyl)-aminocarbonylmethyl]-benzoic acid), CO (methanol), S(O)(O)(=O)=O (sulfuric acid). The solvent is ClCCCl (1,2-dichloro-ethane). Yields the product COC(C1=CC=C(C=C1)C(C(=O)N)C(C)C1=C(C=CC=C1)N1CCCCC1)=O (4-[(1-(2-Piperidino-phenyl)-1-ethyl)-aminocarbonylmethyl]-benzoic acid methyl ester). RXN SMILES: [N:1]1([C:7]2[CH:12]=[CH:11][CH:10]=[CH:9][C:8]=2[CH:13]([CH:15]([C:25]([NH2:27])=[O:26])[C:16]2[CH:24]=[CH:23][C:19]([C:20]([OH:22])=[O:21])=[CH:18][CH:17]=2)[CH3:14])[CH2:6][CH2:5][CH2:4][CH2:3][CH2:2]1.[CH3:28]O.S(=O)(=O)(O)O>ClCCCl>[CH3:28][O:21][C:20](=[O:22])[C:19]1[CH:18]=[CH:17][C:16]([CH:15]([CH:13]([C:8]2[CH:9]=[CH:10][CH:11]=[CH:12][C:7]=2[N:1]2[CH2:2][CH2:3][CH2:4][CH2:5][CH2:6]2)[CH3:14])[C:25]([NH2:27])=[O:26])=[CH:24][CH:23]=1. Procedure details: A mixture of 2 gm (5.46 m mol) of 4-[(1-(2-piperidinophenyl)-ethyl)-aminocarbonylmethyl]-benzoic acid, 0.53 gm of methanol, 0.38 ml of conc. sulfuric acid, and 1.65 ml of 1,2-dichloro-ethane was refluxed for 24 hours, then evaporated in vacuo, dissolved in chloroform, and extracted with dilute sodium bicarbonate solution. The organic phase was washed with water, dried, filtered, and evaporated in vacuo. The evaporation residue was purified by column chromatography on silica gel (toluene/acetone=... Reactants: ClS(=O)(=O)N=C=O (Chlorosulfonyl isocyanate), N1C(CC2=CC=CC=C12)=O (2-oxindole). The solvent is CCOCC (ether). Reaction conditions: time 20 hour. Yields the product N1(C(CC2=CC=CC=C12)=O)C(=O)N (2-Oxindole-1-carboxamide). The yield is 14.4%. As a reaction SMILES: ClS([N:5]=[C:6]=[O:7])(=O)=O.[NH:8]1[C:16]2[C:11](=[CH:12][CH:13]=[CH:14][CH:15]=2)[CH2:10][C:9]1=[O:17]>CCOCC>[N:8]1([C:6]([NH2:5])=[O:7])[C:16]2[C:11](=[CH:12][CH:13]=[CH:14][CH:15]=2)[CH2:10][C:9]1=[O:17]. Procedure details: Chlorosulfonyl isocyanate (1.20 g, 8.4 mmole) was added to a mixture of 2-oxindole (0.94 g, 7.1 mmole) in ether (30 ml) and the reaction was stirred at room temperature for 20 hours. The ether was removed under vacuum and the residue was treated with water (10 ml) and 1N HCl (10 ml). Ethyl acetate (125 ml) was added and the mixture was stirred for one hour. The ethyl acetate phase was separated, washed with 1N HCl (1×50 ml), brine (2×100 ml) and dried (MgSO4). Concentration afforded 0.97 g (77%)... Starting materials: C(C)(C)(C)OC(C(OC1=CC=C(CC(C(=O)C2=CC=C(C=C2)F)(CC2=CC=C(C=C2)C(F)(F)P(=O)(OC(C)(C)C)OC(C)(C)C)C2=CC=C(C(=O)OC)C=C2)C=C1)(F)F)=O (methyl 4-[1-{4-[2-(tert-butoxy)-1,1-difluoro-2-oxoethoxy]benzyl}-1-{4-[[di(tert-butoxy)phosphoryl](difluoro)methyl]benzyl}-2-(4-fluorophenyl)-2-oxoethyl]benzoate), C(=O)(C(F)(F)F)O.C(Cl)Cl (TFA CH2Cl2). Conditions: time 18 hour. Yields the product FC(C1=CC=C(CC(CC2=CC=C(OC(C(=O)O)(F)F)C=C2)(C(=O)C2=CC=C(C=C2)F)C2=CC=C(C=C2)C(=O)OC)C=C1)(P(=O)(O)O)F ((4-{-2-{4-[difluoro(phosphono)methyl]benzyl}-3-(4-fluorophenyl)-2-[4-(methoxycarbonyl)phenyl]-3-oxopropyl}phenoxy)-2,2-difluoroacetic acid). Reaction SMILES: C([O:5][C:6](=[O:60])[C:7]([F:59])([F:58])[O:8][C:9]1[CH:57]=[CH:56][C:12]([CH2:13][C:14]([C:46]2[CH:55]=[CH:54][C:49]([C:50]([O:52][CH3:53])=[O:51])=[CH:48][CH:47]=2)([CH2:24][C:25]2[CH:30]=[CH:29][C:28]([C:31]([P:34]([O:41]C(C)(C)C)([O:36]C(C)(C)C)=[O:35])([F:33])[F:32])=[CH:27][CH:26]=2)[C:15]([C:17]2[CH:22]=[CH:21][C:20]([F:23])=[CH:19][CH:18]=2)=[O:16])=[CH:11][CH:10]=1)(C)(C)C.C(O)(C(F)(F)F)=O.C(Cl)Cl>>[F:33][C:31]([F:32])([P:34]([OH:36])([OH:41])=[O:35])[C:28]1[CH:29]=[CH:30][C:25]([CH2:24][C:14]([C:46]2[CH:55]=[CH:54][C:49]([C:50]([O:52][CH3:53])=[O:51])=[CH:48][CH:47]=2)([C:15]([C:17]2[CH:22]=[CH:21][C:20]([F:23])=[CH:19][CH:18]=2)=[O:16])[CH2:13][C:12]2[CH:56]=[CH:57][C:9]([O:8][C:7]([F:59])([F:58])[C:6]([OH:60])=[O:5])=[CH:10][CH:11]=2)=[CH:26][CH:27]=1 |f:1.2|. Procedure: The compound of Step 2 was treated with TFA/CH2Cl2 (1/1) at r.t. After a period of 18 h, the solvents were evaporated under reduced pressure to give the title compound (racemate). Reactants: CC(C)(C)c1cc(-c2n[nH]c3ncccc23)cc(C(C)(C)C)c1O, O=C([O-])[O-], CC(=O)OCCBr, CN(C)C=O, [K+], [K+], O. Product: CC(=O)OCCn1nc(-c2cc(C(C)(C)C)c(O)c(C(C)(C)C)c2)c2cccnc21. RXN SMILES: [C:1]([CH3:2])([CH3:3])([CH3:4])[c:5]1[cH:6][c:7](-[c:16]2[n:17][nH:18][c:19]3[n:20][cH:21][cH:22][cH:23][c:24]23)[cH:8][c:9]([C:12]([CH3:13])([CH3:14])[CH3:15])[c:10]1[OH:11].[C:25](=[O:26])([O-:27])[O-:28].[C:31]([CH3:32])(=[O:33])[O:34][CH2:35][CH2:36][Br:37].[CH3:39][N:40]([CH3:41])[CH:42]=[O:43].[K+:29].[K+:30].[OH2:38]>>[C:1]([CH3:2])([CH3:3])([CH3:4])[c:5]1[cH:6][c:7](-[c:16]2[n:17][n:18]([CH2:36][CH2:35][O:34][C:31]([CH3:32])=[O:33])[c:19]3[n:20][cH:21][cH:22][cH:23][c:24]23)[cH:8][c:9]([C:12]([CH3:13])([CH3:14])[CH3:15])[c:10]1[OH:11].